This data is from the Open Reaction Database (ORD), a public repository of structured organic reaction records. The task is: describe an organic reaction: reactants, conditions, products, and yield Reactants: CN1CCCC1=O, CS(C)=O, CO, Cc1cc2nc(NC(=O)C3CC3c3ccncc3)cc(Cl)n2n1, Cl, NC(=O)NC1CCNCC1. Product: Cc1cc2nc(NC(=O)C3CC3c3ccncc3)cc(N3CCC(NC(N)=O)CC3)n2n1. RXN SMILES: [CH3:35][N:36]1[CH2:37][CH2:38][CH2:39][C:40]1=[O:41].[CH3:42][S:43]([CH3:44])=[O:45].[CH3:46][OH:47].[Cl:1][c:2]1[cH:3][c:4]([NH:12][C:13](=[O:14])[CH:15]2[CH:16]([c:18]3[cH:19][cH:20][n:21][cH:22][cH:23]3)[CH2:17]2)[n:5][c:6]2[n:7]1[n:8][c:9]([CH3:11])[cH:10]2.[ClH:24].[NH:25]1[CH2:26][CH2:27][CH:28]([NH:31][C:32](=[O:33])[NH2:34])[CH2:29][CH2:30]1>>[c:2]1([N:25]2[CH2:26][CH2:27][CH:28]([NH:31][C:32](=[O:33])[NH2:34])[CH2:29][CH2:30]2)[cH:3][c:4]([NH:12][C:13](=[O:14])[CH:15]2[CH:16]([c:18]3[cH:19][cH:20][n:21][cH:22][cH:23]3)[CH2:17]2)[n:5][c:6]2[n:7]1[n:8][c:9]([CH3:11])[cH:10]2. Starting materials: CCCS, CC(C)(C)[O-], [Cl-], [K+], [NH4+], CN(C)C=O, COc1cccc2c(CSC(c3ccccc3)c3ccccc3)coc12. Product: Oc1cccc2c(CSC(c3ccccc3)c3ccccc3)coc12. As a reaction SMILES: [CH2:27]([SH:28])[CH2:29][CH3:30].[CH3:31][C:32]([CH3:33])([O-:34])[CH3:35].[Cl-:37].[K+:36].[NH4+:38].[O:39]=[CH:40][N:41]([CH3:42])[CH3:43].[c:1]1([CH:7]([S:8][CH2:9][c:10]2[cH:11][o:12][c:13]3[c:14]2[cH:15][cH:16][cH:17][c:18]3[O:19][CH3:20])[c:21]2[cH:22][cH:23][cH:24][cH:25][cH:26]2)[cH:2][cH:3][cH:4][cH:5][cH:6]1>>[c:1]1([CH:7]([S:8][CH2:9][c:10]2[cH:11][o:12][c:13]3[c:14]2[cH:15][cH:16][cH:17][c:18]3[OH:19])[c:21]2[cH:22][cH:23][cH:24][cH:25][cH:26]2)[cH:2][cH:3][cH:4][cH:5][cH:6]1. Starting materials: C1(=CC=C(C=C1)C[C@@H]1C[C@H](C(N1C(C(C)(C)C)=O)=O)O)C1=CC=CC=C1 ((3R,5R)-5-Biphenyl-4-ylmethyl-1-(2,2-dimethylpropionyl)-3-hydroxypyrrolidin-2-one), CCO (EtOH). Run in Cl.CCO (HCl EtOH), Cl (HCl). Run at temperature 92.5 celsius. Yields the product C(C)OC([C@@H](C[C@@H](CC1=CC=C(C=C1)C1=CC=CC=C1)N)O)=O ((2R,4R)-4-amino-5-biphenyl-4-yl-2-hydroxypentanoic acid ethyl ester). Reaction SMILES: [C:1]1([C:21]2[CH:26]=[CH:25][CH:24]=[CH:23][CH:22]=2)[CH:6]=[CH:5][C:4]([CH2:7][C@H:8]2[N:12](C(=O)C(C)(C)C)[C:11](=[O:19])[C@H:10]([OH:20])[CH2:9]2)=[CH:3][CH:2]=1.[CH3:27][CH2:28][OH:29]>Cl.Cl.CCO>[CH2:28]([O:29][C:11](=[O:19])[C@H:10]([OH:20])[CH2:9][C@H:8]([NH2:12])[CH2:7][C:4]1[CH:3]=[CH:2][C:1]([C:21]2[CH:22]=[CH:23][CH:24]=[CH:25][CH:26]=2)=[CH:6][CH:5]=1)[CH3:27] |f:3.4|. Reported procedure: (3R,5R)-5-Biphenyl-4-ylmethyl-1-(2,2-dimethylpropionyl)-3-hydroxypyrrolidin-2-one (56 g, 0.156 mol) was dissolved in EtOH (700 mL) and 12N HCl (700 mL). The mixture was heated to 90-95° C. for 20 hours. The mixture was concentrated on an 80° C. water bath under reduced pressure. EtOH (100 mL) was added to the residue, and the resulting mixture was filtered to yield a yellow solid. This solid was suspended in 3N HCl/EtOH (800 mL). The mixture was refluxed for 3 hours. The solution was concentrate... Product: C(=O)(OC(C)(C)C)N1CCC(CC1)CCCC(=O)OCC (Ethyl 4-(N-Boc-piperdin-4-yl)butyrate). Starting materials: C(=O)(OC(C)(C)C)N1CCC(CC1)C/C=C/C(=O)OCC (Ethyl 4-(N-Boc-piperidin-4-yl)-trans-crotonate). Yield: 92.1%. Reaction SMILES: [C:1]([N:8]1[CH2:13][CH2:12][CH:11]([CH2:14]/[CH:15]=[CH:16]/[C:17]([O:19][CH2:20][CH3:21])=[O:18])[CH2:10][CH2:9]1)([O:3][C:4]([CH3:7])([CH3:6])[CH3:5])=[O:2]>CCOC(C)=O.[Pd]>[C:1]([N:8]1[CH2:13][CH2:12][CH:11]([CH2:14][CH2:15][CH2:16][C:17]([O:19][CH2:20][CH3:21])=[O:18])[CH2:10][CH2:9]1)([O:3][C:4]([CH3:7])([CH3:6])[CH3:5])=[O:2]. Reagents/catalysts: [Pd] (Pd/C). Run in CCOC(=O)C (EtOAc). Reported procedure: The olefin of Example 5 (2.6 g, 8.7 mmol) in EtOAc (50 mL) at room temperature is stirred under a hydrogen atmosphere (1 atm) in the presence of 10% Pd/C (500 mg) overnight. The reaction mixture is then purged with argon, followed by filtration through a Celite pad. Concentration of the filtrate followed by flash chromatography (10% EtOAc in hexane) gave the title ester (2.4 g, 92%) as a crystalline solid. Reactants: CC(C)C1COC(c2ccc(Br)cc2)=N1, CN(C)C=O, CCCCCC, [Li]CCCC, C1CCOC1, O. Yields the product CC(C)C1COC(c2ccc(C=O)cc2)=N1. As a reaction SMILES: [Br:1][c:2]1[cH:3][cH:4][c:5]([C:8]2=[N:12][CH:11]([CH:13]([CH3:14])[CH3:15])[CH2:10][O:9]2)[cH:6][cH:7]1.[CH3:21][N:22]([CH:23]=[O:24])[CH3:25].[CH3:32][CH2:33][CH2:34][CH2:35][CH2:36][CH3:37].[Li:16][CH2:17][CH2:18][CH2:19][CH3:20].[O:27]1[CH2:28][CH2:29][CH2:30][CH2:31]1.[OH2:26]>>[c:2]1([CH:23]=[O:24])[cH:3][cH:4][c:5]([C:8]2=[N:12][CH:11]([CH:13]([CH3:14])[CH3:15])[CH2:10][O:9]2)[cH:6][cH:7]1.